From a dataset of the Open Reaction Database (ORD), a public repository of structured organic reaction records. describe an organic reaction: reactants, conditions, products, and yield Reactants: CC1(CC(CC(N1O)(C)C)O)C (4-hydroxy-TEMPO), C(C)(=O)OC=1C(C(=O)Cl)=CC=CC1 (acetylsalicyloyl chloride), indomethacin nitroxide, ( 1 ), CC1(CCCC(N1[O])(C)C)C.CC1=C(C=2C=C(C=CC2N1C(=O)C=3C=CC(=CC3)Cl)OC)CC(=O)O (TEMPO Indomethacin). Yields the product ( 1 ), C1CCC(CC1)N=C=NC2CCCCC2 (DCC), CC1(CC(CC(N1O)(C)C)O)C (4-hydroxy-TEMPO), CC1=C(C=2C=C(C=CC2N1C(=O)C=3C=CC(=CC3)Cl)OC)CC(=O)O (indomethacin). RXN SMILES: C[C:2]1([CH3:11])[N:7]([O])[C:6](C)(C)[CH2:5][CH2:4][CH2:3]1.[CH3:12][C:13]1[N:21]([C:22]([C:24]2[CH:25]=[CH:26][C:27]([Cl:30])=[CH:28][CH:29]=2)=[O:23])[C:20]2[CH:19]=[CH:18][C:17]([O:31][CH3:32])=[CH:16][C:15]=2[C:14]=1[CH2:33][C:34]([OH:36])=[O:35].[CH3:37][C:38]1([CH3:48])[N:43]([OH:44])[C:42]([CH3:46])([CH3:45])[CH2:41][CH:40]([OH:47])[CH2:39]1.C(OC1C(=CC=CC=1)C(Cl)=O)(=O)C>>[CH2:3]1[CH2:2][CH2:11][CH:6]([N:7]=[C:22]=[N:21][CH:20]2[CH2:15][CH2:16][CH2:17][CH2:18][CH2:19]2)[CH2:5][CH2:4]1.[CH3:37][C:38]1([CH3:48])[N:43]([OH:44])[C:42]([CH3:46])([CH3:45])[CH2:41][CH:40]([OH:47])[CH2:39]1.[CH3:12][C:13]1[N:21]([C:22]([C:24]2[CH:25]=[CH:26][C:27]([Cl:30])=[CH:28][CH:29]=2)=[O:23])[C:20]2[CH:19]=[CH:18][C:17]([O:31][CH3:32])=[CH:16][C:15]=2[C:14]=1[CH2:33][C:34]([OH:36])=[O:35] |f:0.1,^1:4|. Reported procedure: Scheme 1 below depicts the chemical synthesis of the ASA and indomethacin-nitroxide conjugates (1) and (2). Condensation of 4-hydroxy-TEMPO with acetylsalicyloyl chloride gave (1) in 48% yield and DCC-mediated coupling of 4-hydroxy-TEMPO with indomethacin gave (2) in 84% yield. The NMR spectroscopy, mass spectrometry and elemental analysis (set forth above) supported the structure of both 1 and 2.